Dataset: the Open Reaction Database (ORD), a public repository of structured organic reaction records. Task: describe an organic reaction: reactants, conditions, products, and yield Reactants: C(C)OC(=O)C=1C=NN2C1N=CC(=C2O)C(=O)O (3-Ethoxycarbonyl-7-hydroxypyrazolo[1,5-a]pyrimidine-6-carboxylic acid), CC1=CC2=CC=CC=C2C12CCNCC2 (2-methylspiro[inden-1,4′-piperidine]). Yields the product C(C)OC(=O)C=1C=NN2C1N=CC(=C2O)C(=O)N2CCC1(CC2)C(=CC2=CC=CC=C21)C (3-Ethoxycarbonyl-7-hydroxy-6-(2-methylspiro[inden-1,4′-piperidine]-1′-ylcarbonyl)pyrazolo[1,5-a]pyrimidine). Yield: 77.7%. Reaction SMILES: [CH2:1]([O:3][C:4]([C:6]1[CH:7]=[N:8][N:9]2[C:14]([OH:15])=[C:13]([C:16]([OH:18])=O)[CH:12]=[N:11][C:10]=12)=[O:5])[CH3:2].[CH3:19][C:20]1[C:28]2([CH2:33][CH2:32][NH:31][CH2:30][CH2:29]2)[C:27]2[C:22](=[CH:23][CH:24]=[CH:25][CH:26]=2)[CH:21]=1>>[CH2:1]([O:3][C:4]([C:6]1[CH:7]=[N:8][N:9]2[C:14]([OH:15])=[C:13]([C:16]([N:31]3[CH2:32][CH2:33][C:28]4([C:27]5[C:22](=[CH:23][CH:24]=[CH:25][CH:26]=5)[CH:21]=[C:20]4[CH3:19])[CH2:29][CH2:30]3)=[O:18])[CH:12]=[N:11][C:10]=12)=[O:5])[CH3:2]. Procedure: In the same manner as in Example 19, step 3 and using 3-ethoxycarbonyl-7-hydroxypyrazolo[1,5-a]pyrimidine-6-carboxylic acid (0.533 g, 2.12 mmol) obtained in Example 19, step 2 and 2-methylspiro[inden-1,4′-piperidine] (0.465 g, 2.34 mmol), the title compound (0.712 g, 70%) was obtained. Reactants: CCCC[Sn](CCCC)(CCCC)c1cccc(C)n1, Cc1ccccc1, Clc1cc(Cl)c2cccnc2n1, Cl[Pd]Cl, c1ccc(P(c2ccccc2)c2ccccc2)cc1, c1ccc(P(c2ccccc2)c2ccccc2)cc1. Product: Cc1cccc(-c2cc(Cl)c3cccnc3n2)n1. As a reaction SMILES: [CH3:13][c:14]1[cH:15][cH:16][cH:17][c:18]([Sn:20]([CH2:21][CH2:22][CH2:23][CH3:24])([CH2:25][CH2:26][CH2:27][CH3:28])[CH2:29][CH2:30][CH2:31][CH3:32])[n:19]1.[CH3:33][c:34]1[cH:35][cH:36][cH:37][cH:38][cH:39]1.[Cl:1][c:2]1[n:3][c:4]2[n:5][cH:6][cH:7][cH:8][c:9]2[c:10]([Cl:12])[cH:11]1.[Pd:40]([Cl:41])[Cl:42].[c:43]1([P:44]([c:45]2[cH:46][cH:47][cH:48][cH:49][cH:50]2)[c:51]2[cH:52][cH:53][cH:54][cH:55][cH:56]2)[cH:57][cH:58][cH:59][cH:60][cH:61]1.[c:62]1([P:63]([c:64]2[cH:65][cH:66][cH:67][cH:68][cH:69]2)[c:70]2[cH:71][cH:72][cH:73][cH:74][cH:75]2)[cH:76][cH:77][cH:78][cH:79][cH:80]1>>[c:2]1(-[c:18]2[cH:17][cH:16][cH:15][c:14]([CH3:13])[n:19]2)[n:3][c:4]2[n:5][cH:6][cH:7][cH:8][c:9]2[c:10]([Cl:12])[cH:11]1. The reactants are C1CCOC1, CC(NC1=C(N=Nc2ccccc2)C(=O)SC1)c1ccccc1. Product: CC(NC1=C(N)C(=O)SC1)c1ccccc1. RXN SMILES: [O:24]1[CH2:25][CH2:26][CH2:27][CH2:28]1.[c:1]1([N:2]=[N:8][C:9]2=[C:13]([NH:14][CH:15]([CH3:16])[c:17]3[cH:18][cH:19][cH:20][cH:21][cH:22]3)[CH2:12][S:11][C:10]2=[O:23])[cH:3][cH:4][cH:5][cH:6][cH:7]1>>[NH2:8][C:9]1=[C:13]([NH:14][CH:15]([CH3:16])[c:17]2[cH:18][cH:19][cH:20][cH:21][cH:22]2)[CH2:12][S:11][C:10]1=[O:23]. Starting materials: VB482, C(CC(=O)OC1=C(C=C(C=C1Cl)Cl)Cl)(=O)OC1=C(C=C(C=C1Cl)Cl)Cl (bis(2,4,6-trichlorophenyl) malonate). The solvent is C1(=CC=CC=C1)C (toluene). Conditions: temperature 120 celsius. Product: O1C(=O)C=CC2=CC=CC=C12 (coumarin). Reaction SMILES: [C:1](OC1C(Cl)=CC(Cl)=CC=1Cl)(=O)[CH2:2][C:3]([O:5][C:6]1[C:11](Cl)=[CH:10][C:9](Cl)=[CH:8][C:7]=1Cl)=[O:4]>C1(C)C=CC=CC=1>[O:5]1[C:6]2[C:7](=[CH:8][CH:9]=[CH:10][CH:11]=2)[CH:1]=[CH:2][C:3]1=[O:4]. Reported procedure: A mixture of VB482 (835 mg, 3.0 mmol) and bis(2,4,6-trichlorophenyl) malonate (1389 mg, 3.0 mmol) in dry toluene (9 ml) was heated in a sealed tube at 120° C. for 2 hrs. The resulting suspension was cooled and filtered, the solids were washed with hot hexanes and dried in vacuo to give pure coumarin VB483 (568 mg, 55%).